Dataset: the Open Reaction Database (ORD), a public repository of structured organic reaction records. Task: describe an organic reaction: reactants, conditions, products, and yield Reactants: CCOC(C)=O, COC(=O)c1ccc(Cl)c2[nH]c(=O)n(C)c12, O=P(Cl)(Cl)Cl. Product: COC(=O)c1ccc(Cl)c2nc(Cl)n(C)c12. RXN SMILES: [CH3:22][CH2:23][O:24][C:25](=[O:26])[CH3:27].[Cl:1][c:2]1[cH:3][cH:4][c:5]([C:13](=[O:14])[O:15][CH3:16])[c:6]2[c:7]1[nH:8][c:9](=[O:12])[n:10]2[CH3:11].[P:17]([Cl:18])([Cl:19])([Cl:20])=[O:21]>>[Cl:1][c:2]1[cH:3][cH:4][c:5]([C:13](=[O:14])[O:15][CH3:16])[c:6]2[c:7]1[n:8][c:9]([Cl:19])[n:10]2[CH3:11]. Reactants: O (Water), BrC=1C=C(C=CC1)NC(C(F)(F)F)=O (N-(3-Bromophenyl)-2,2,2-trifluoroacetamide), [H-].[Na+] (sodium hydride), O1CCCC1 (tetrahydrofuran), O1CCCC1 (tetrahydrofuran). Conditions: time 30 minute. Yields the product BrC=1C=C(C=CC1)N(C(C(F)(F)F)=O)C (N-(3-bromo-phenyl)-2,2,2-trifluoro-N-methylacetamide). As a reaction SMILES: [Br:1][C:2]1[CH:3]=[C:4]([NH:8][C:9](=[O:14])[C:10]([F:13])([F:12])[F:11])[CH:5]=[CH:6][CH:7]=1.[H-].[Na+].O.O1CCC[CH2:19]1>>[Br:1][C:2]1[CH:3]=[C:4]([N:8]([CH3:19])[C:9](=[O:14])[C:10]([F:11])([F:13])[F:12])[CH:5]=[CH:6][CH:7]=1 |f:1.2|. Procedure details: N-(3-Bromophenyl)-2,2,2-trifluoroacetamide (J. Chem. Soc., 1952, 4014) in tetrahydrofuran (3 ml) was added dropwise to sodium hydride (0.16 g) in tetrahydrofuran (5 ml). The reaction mixture was stirred for 30 minutes at room temperature. lodomethane (0.25 ml) was added dropwise to the reaction mixture and it was stirred overnight at room temperature. Water was added and the product extracted with ethyl acetate. The combined extracts were dried over anhydrous magnesium sulfate, filtered and conc... Yields the product ClC1=CC=2C3(C4=CC=CC=C4C(C2C=C1)C3)CN3CCC(CC3)N3C[C@H](O[C@@H](C3)C)C (1-(2-Chloro-9,10-dihydro-9,10-methanoanthracen-9-ylmethyl)-4-(trans- 2,6-dimethyl-4-morpholinyl)piperidine). The reactants are ClC1=CC=2C3(C4=CC=CC=C4C(C2C=C1)C3)CN3CCC(CC3)=O (1-(2-chloro-9,10-dihydro-9,10-methanoanthracen-9-ylmethyl)-4-piperidinone), C[C@@H]1CNC[C@H](O1)C (trans 2,6-dimethylmorpholine). As a reaction SMILES: [Cl:1][C:2]1[CH:15]=[CH:14][C:13]2[CH:12]3[CH2:16][C:5]([CH2:17][N:18]4[CH2:23][CH2:22][C:21](=O)[CH2:20][CH2:19]4)([C:6]4[C:11]3=[CH:10][CH:9]=[CH:8][CH:7]=4)[C:4]=2[CH:3]=1.[CH3:25][C@H:26]1[O:31][C@H:30]([CH3:32])[CH2:29][NH:28][CH2:27]1>C1(C)C=CC=CC=1>[Cl:1][C:2]1[CH:15]=[CH:14][C:13]2[CH:12]3[CH2:16][C:5]([CH2:17][N:18]4[CH2:23][CH2:22][CH:21]([N:28]5[CH2:27][C@@H:26]([CH3:25])[O:31][C@H:30]([CH3:32])[CH2:29]5)[CH2:20][CH2:19]4)([C:6]4[C:11]3=[CH:10][CH:9]=[CH:8][CH:7]=4)[C:4]=2[CH:3]=1. Reported procedure: To a solution of 1-(2-chloro-9,10-dihydro-9,10-methanoanthracen-9-ylmethyl)-4-piperidinone (380 mg, 1.12 mmol) in toluene (10 mL) under nitrogen was added trans 2,6-dimethylmorpholine (155 mg, 1.34 mmol, 1.23 eq). The trans 2,6-dimethylmorpholine isomer was obtained by spinning band distillation of the commercially available mixture of 2,6-dimethylmorpholines. The solution was heated to reflux passing the solvent through 3 A molecular sieves in a modified Dean Stark arrangement. After 2 h, the s... The solvent is C1(=CC=CC=C1)C (toluene). The reactants are ClC=1C=C(C=CC1Cl)C(CCl)(C)C (2-(3,4-dichlorophenyl)-2-methylpropyl chloride), COC1=CC=C(OC(C2=CC=CC=C2)O)C=C1 (4-methoxyphenoxybenzyl alcohol), [OH-].[Na+] (sodium hydroxide), CS(=O)C (dimethylsulfoxide), [OH-].[Na+] (sodium hydroxide). Solvent: O (water). Conditions: temperature 140 celsius, time 3 hour. Product: ClC=1C=C(C=CC1Cl)C(COCC1=CC(=CC=C1)OC1=CC=C(C=C1)OC)(C)C (3-(4-methoxyphenoxy)benzyl 2-(3,4-dichlorophenyl)-2-methylpropyl ether). Isolated yield 78.0%. RXN SMILES: [Cl:1][C:2]1[CH:3]=[C:4]([C:9]([CH3:13])([CH3:12])[CH2:10]Cl)[CH:5]=[CH:6][C:7]=1[Cl:8].[CH3:14][O:15][C:16]1[CH:30]=[CH:29][C:19]([O:20][CH:21](O)[C:22]2[CH:27]=[CH:26][CH:25]=[CH:24]C=2)=[CH:18][CH:17]=1.[OH-:31].[Na+].[CH3:33]S(C)=O>O>[Cl:1][C:2]1[CH:3]=[C:4]([C:9]([CH3:13])([CH3:12])[CH2:10][O:31][CH2:33][C:25]2[CH:26]=[CH:27][CH:22]=[C:21]([O:20][C:19]3[CH:18]=[CH:17][C:16]([O:15][CH3:14])=[CH:30][CH:29]=3)[CH:24]=2)[CH:5]=[CH:6][C:7]=1[Cl:8] |f:2.3|. Procedure details: A mixture of 9.98 g of 2-(3,4-dichlorophenyl)-2-methylpropyl chloride, 9.67 g of 4-methoxyphenoxybenzyl alcohol, 3.9 g of 45% sodium hydroxide and 48 g of dimethylsulfoxide was heated and stirred at 140° C. for 3 hours, and 1.8 g of 45% sodium hydroxide was further added, and the reaction was kept at the same temperature for 4 hours, poured into water, and was extracted with benzene. The benzene extract was washed with water, dried over Na2SO4, and evaporated under reduced pressure and the obtai... The reactants are CO, O=c1c2ccccc2oc2ccc(OC3CN4CCC3CC4)cc12, O=C(O)C(F)(F)F. Yields the product O=c1c2ccccc2oc2ccc(OC3CN4CCC3CC4)cc12, O=C(O)C(F)(F)F. Reaction SMILES: [CH3:32][OH:33].[N:1]12[CH2:2][CH:3]([O:9][c:10]3[cH:11][c:12]4[c:13](=[O:24])[c:14]5[cH:15][cH:16][cH:17][cH:18][c:19]5[o:20][c:21]4[cH:22][cH:23]3)[CH:4]([CH2:5][CH2:6]1)[CH2:7][CH2:8]2.[OH:25][C:26](=[O:27])[C:28]([F:29])([F:30])[F:31]>>[N:1]12[CH2:2][CH:3]([O:9][c:10]3[cH:11][c:12]4[c:13](=[O:24])[c:14]5[cH:15][cH:16][cH:17][cH:18][c:19]5[o:20][c:21]4[cH:22][cH:23]3)[CH:4]([CH2:5][CH2:6]1)[CH2:7][CH2:8]2.[O:25]=[C:26]([OH:27])[C:28]([F:29])([F:30])[F:31]. Reactants: CCCCCC (hexane), O (water), ClC[C@H](C)N(CC#N)CC1=CC=CC=C1 ((S)-N-(1-chloro-2-propyl)-N-cyanomethylbenzylamine), compounds, [C-]#N.[Na+] (sodium cyanide). Solvent: CS(=O)C (DMSO). Conditions: temperature 60 celsius, time 21 hour. Yields the product C(C)(=O)N[C@H]1C[C@@H](N(C1)CC1=CC=CC=C1)C ((2S, 4S)-4-Acetylamino-1-benzyl-2-methylpyrrolidine). Isolated yield 75.5%. As a reaction SMILES: Cl[CH2:2][C@@H:3]([N:5]([CH2:9][C:10]1[CH:15]=[CH:14][CH:13]=[CH:12][CH:11]=1)[CH2:6][C:7]#[N:8])[CH3:4].[C-]#N.[Na+].[OH2:19].CCCC[CH2:24][CH3:25]>CS(C)=O>[C:24]([NH:8][C@@H:7]1[CH2:6][N:5]([CH2:9][C:10]2[CH:15]=[CH:14][CH:13]=[CH:12][CH:11]=2)[C@@H:3]([CH3:4])[CH2:2]1)(=[O:19])[CH3:25] |f:1.2|. Procedure details: To 112.31 g (0.504 mol) of (S)-N-(1-chloro-2-propyl)-N-cyanomethylbenzylamine or the the mixture of compounds from step 1c, in 500 mL of anhdrous DMSO under nitrogen atmosphere was added 37.10 g (0.757 mol) of sodium cyanide. The reaction was stirred at 60° C. for 21 hours, slurried with water and extracted with ether. The extract was washed with brine, dried over magnesium sulfate, concentrated, and the residue chromatographed on silica gel, eluting with ethyl acetate:hexane in 1:4, 1:2, and 1:...